Task: describe an organic reaction: reactants, conditions, products, and yield. Dataset: the Open Reaction Database (ORD), a public repository of structured organic reaction records Reactants: [N+](=O)([O-])C1=CC=C(C=C1)COC(=O)C=1N2C(C(C2C(C1SC1COC(C1)CSC1N(NC(C(N1)=O)=O)C)C)C(C)O)=O (3-[[5-[[(Hexahydro-2-methyl-5,6-dioxo-1,2,4-triazin-3-yl)thio]methyl]tetrahydro-3-furanyl]thio]-6-(1-hydroxyethyl)-4-methyl-7-oxo-1-azabicyclo[3.2.0]hept-2-ene-2-carboxylic acid (4-nitrophenyl)methyl ester), C([O-])(O)=O.[Na+] (sodium bicarbonate), O (water). Reagents/catalysts: [Pd] (palladium/carbon). Solvent: O1CCOCC1 (dioxane). Yields the product [Na+].CN1NC(C(NC1SCC1CC(CO1)SC1=C(N2C(C(C2C1C)C(C)O)=O)C(=O)[O-])=O)=O (3-[[5-[[(Hexahydro-2-methyl-5,6-dioxo-1,2,4-triazin-3-yl)thio]methyl]tetrahydro-3-furanyl]thio]-6-(1-hydroxyethyl)-4-methyl-7-oxo-1-azabicyclo[3.2.0]hept-2-ene-2-carboxylic acid monosodium salt). Isolated yield 46.5%. RXN SMILES: [N+](C1C=CC(C[O:11][C:12]([C:14]2[N:15]3[CH:18]([CH:19]([CH3:38])[C:20]=2[S:21][CH:22]2[CH2:26][CH:25]([CH2:27][S:28][CH:29]4[NH:34][C:33](=[O:35])[C:32](=[O:36])[NH:31][N:30]4[CH3:37])[O:24][CH2:23]2)[CH:17]([CH:39]([OH:41])[CH3:40])[C:16]3=[O:42])=[O:13])=CC=1)([O-])=O.C(=O)(O)[O-].[Na+:47].O>[Pd].O1CCOCC1>[Na+:47].[CH3:37][N:30]1[CH:29]([S:28][CH2:27][CH:25]2[O:24][CH2:23][CH:22]([S:21][C:20]3[CH:19]([CH3:38])[CH:18]4[N:15]([C:16](=[O:42])[CH:17]4[CH:39]([OH:41])[CH3:40])[C:14]=3[C:12]([O-:13])=[O:11])[CH2:26]2)[NH:34][C:33](=[O:35])[C:32](=[O:36])[NH:31]1 |f:1.2,6.7|. Reported procedure: The title compound is prepared by the procedure of Example 18 using 0.10 g of product from Example 86, 0.0135 g of sodium bicarbonate, 2 ml of water, 10 ml of dioxane, and 0.030 g of 10% palladium/carbon to give 0.038 g of the desired product. Starting materials: ClC=1C2=C(N=C(N1)N)C1=C(CCC2)C=CC=C1 (4-chloro-6,7-dihydro-5H-benzo[6,7]cyclohepta[1,2-d]pyrimidin-2-amine), C1NCC2CN(CCC21)C(=O)OC(C)(C)C (tert-butyl hexahydro-1H-pyrrolo[3,4-c]pyridine-5(6H)-carboxylate), COCCO (2-methoxyethanol), C(C)(C)N(C(C)C)CC (N,N-diisopropylethylamine). The solvent is C(Cl)Cl (CH2Cl2). Conditions: temperature 115 celsius. The product is NC=1N=C(C2=C(N1)C1=C(CCC2)C=CC=C1)N1CC2CN(CCC2C1)C(=O)OC(C)(C)C (tert-Butyl 2-(2-amino-6,7-dihydro-5H-benzo[6,7]cyclohepta[1,2-d]pyrimidin-4-yl)octahydro-5H-pyrrolo[3,4-c]pyridine-5-carboxylate). As a reaction SMILES: Cl[C:2]1[C:3]2[CH2:13][CH2:12][CH2:11][C:10]3[CH:14]=[CH:15][CH:16]=[CH:17][C:9]=3[C:4]=2[N:5]=[C:6]([NH2:8])[N:7]=1.[CH2:18]1[CH:26]2[CH:21]([CH2:22][N:23]([C:27]([O:29][C:30]([CH3:33])([CH3:32])[CH3:31])=[O:28])[CH2:24][CH2:25]2)[CH2:20][NH:19]1.COCCO.C(N(CC)C(C)C)(C)C>C(Cl)Cl>[NH2:8][C:6]1[N:7]=[C:2]([N:19]2[CH2:18][CH:26]3[CH:21]([CH2:22][N:23]([C:27]([O:29][C:30]([CH3:33])([CH3:32])[CH3:31])=[O:28])[CH2:24][CH2:25]3)[CH2:20]2)[C:3]2[CH2:13][CH2:12][CH2:11][C:10]3[CH:14]=[CH:15][CH:16]=[CH:17][C:9]=3[C:4]=2[N:5]=1. Procedure details: The product from Example 68A (40 mg, 0.16 mmol) was mixed with tert-butyl hexahydro-1H-pyrrolo[3,4-c]pyridine-5(6H)-carboxylate (55 mg, 0.24 mmol) and to this was added 2-methoxyethanol (0.65 mL), and N,N-diisopropylethylamine (0.20 mL, 1.2 mmol); the reaction was heated at 115° C. for 16 hours, cooled, diluted with CH2Cl2 (25 mL) and washed with 1 M NaOH (10 mL). The aqueous layer was extracted with CH2Cl2 (15 mL). The combined organics were dried (MgSO4), filtered, concentrated and chromatogra... The reactants are N(C1=CC=CC=C1)C1(CS[C@H]2N(C1C(=O)OC(C)C1CC1)C(C2NC(COC2=CC=CC=C2)=O)=O)C (1-Cyclopropylethyl 3-anilino-3-methyl-7-(2-phenoxyacetamido)-cepham-4-carboxylate), FC(C(=O)O)(F)F (trifluoroacetic acid). Conditions: time 1 hour. Product: N(C1=CC=CC=C1)C1(CS[C@H]2N(C1C(=O)O)C(C2NC(COC2=CC=CC=C2)=O)=O)C (3-anilino-3-methyl-7-(2-phenoxy-acetamido)cepham-4-carboxylic acid). Isolated yield 50.4%. RXN SMILES: [NH:1]([C:8]1([CH3:36])[CH:13]([C:14]([O:16]C(C2CC2)C)=[O:15])[N:12]2[C:22](=[O:35])[CH:23]([NH:24][C:25](=[O:34])[CH2:26][O:27][C:28]3[CH:33]=[CH:32][CH:31]=[CH:30][CH:29]=3)[C@H:11]2[S:10][CH2:9]1)[C:2]1[CH:7]=[CH:6][CH:5]=[CH:4][CH:3]=1.FC(F)(F)C(O)=O>>[NH:1]([C:8]1([CH3:36])[CH:13]([C:14]([OH:16])=[O:15])[N:12]2[C:22](=[O:35])[CH:23]([NH:24][C:25](=[O:34])[CH2:26][O:27][C:28]3[CH:33]=[CH:32][CH:31]=[CH:30][CH:29]=3)[C@H:11]2[S:10][CH2:9]1)[C:2]1[CH:7]=[CH:6][CH:5]=[CH:4][CH:3]=1. Procedure details: 1-Cyclopropylethyl 3-anilino-3-methyl-7-(2-phenoxyacetamido)-cepham-4-carboxylate (142 mg) was dissolved in ice-cooled trifluoroacetic acid (1.5 ml) and the mixture was stirred for 1 hour under ice-cooling. After the reaction, the reaction mixture was concentrated under reduced pressure. The residue was dissolved by adding ethyl acetate and extracted with 5% sodium bicarbonate aqueous solution. The extract was adjusted to pH2 with 5% hydrochloric acid and back-extracted with ethyl acetate. The e... The reactants are C1(=CC=CC=C1)P(C1=CC=CC=C1)C1=CC=CC=C1 (triphenylphosphine), CC(C)OC(=O)/N=N/C(=O)OC(C)C (diisopropylazodicarboxylate), C1(=CC=CC=C1)P(C1=CC=CC=C1)C1=CC=CC=C1 (triphenylphosphine), CC(C)OC(=O)/N=N/C(=O)OC(C)C (diisopropylazodicarboxylate), CC(C)OC(=O)/N=N/C(=O)OC(C)C (diisopropylazodicarboxylate), C1(=CC=CC=C1)C(OC1=CC(OC2=C1C=CC(=C2C)O)=O)C2=CC=CC=C2 (4-(Diphenylmethoxy)-7-hydroxy-8-methyl-2H-1-benzopyran-2-one), CC1([C@@H]([C@H]([C@H](C(O)O1)O)O)OC)C (6-deoxy-5-C-methyl-4-O-methyl-L-lyxo-hexopyranose), C1(=CC=CC=C1)P(C1=CC=CC=C1)C1=CC=CC=C1 (triphenylphosphine). Solvent: ClCCl (dichloromethane). Reaction conditions: temperature 0 celsius, time 1 hour. Product: CC1([C@@H]([C@H]([C@H]([C@@H](O1)OC1=C(C2=C(C(=CC(O2)=O)OC(C2=CC=CC=C2)C2=CC=CC=C2)C=C1)C)O)O)OC)C (7-[[6-Deoxy-5-C-methyl-4-O-methyl-.alpha.-L-lyxo-hexopyranosyl]oxy]-4-(diphenylmethoxy)-8-methyl-2H-1-benzopyran-2-one). Isolated yield 63.7%. Reaction SMILES: [C:1]1([CH:7]([C:22]2[CH:27]=[CH:26][CH:25]=[CH:24][CH:23]=2)[O:8][C:9]2[C:14]3[CH:15]=[CH:16][C:17]([OH:20])=[C:18]([CH3:19])[C:13]=3[O:12][C:11](=[O:21])[CH:10]=2)[CH:6]=[CH:5][CH:4]=[CH:3][CH:2]=1.[CH3:28][C:29]1([CH3:40])[O:35][CH:33](O)[C@H:32]([OH:36])[C@H:31]([OH:37])[C@H:30]1[O:38][CH3:39].C1(P(C2C=CC=CC=2)C2C=CC=CC=2)C=CC=CC=1.CC(OC(/N=N/C(OC(C)C)=O)=O)C>ClCCl>[CH3:28][C:29]1([CH3:40])[O:35][C@@H:33]([O:20][C:17]2[CH:16]=[CH:15][C:14]3[C:9]([O:8][CH:7]([C:1]4[CH:6]=[CH:5][CH:4]=[CH:3][CH:2]=4)[C:22]4[CH:27]=[CH:26][CH:25]=[CH:24][CH:23]=4)=[CH:10][C:11](=[O:21])[O:12][C:13]=3[C:18]=2[CH3:19])[C@H:32]([OH:36])[C@H:31]([OH:37])[C@H:30]1[O:38][CH3:39]. Procedure details: A mixture of 91.13 g of the product of Stage B, 58.6 g of 6-deoxy-5-C-methyl-4-O-methyl-L-lyxo-hexopyranose and 80 g of triphenylphosphine in 900 ml of dichloromethane is cooled down to 0° C. 60 ml of diisopropylazodicarboxylate is added dropwise. Agitation is carried out for 1 hour at ambient temperature. 34 g of triphenylphosphine and 25 ml of diisopropylazodicarboxylate are added. Agitation is carried out for 1 hour at ambient temperature. 34 g of triphenylphosphine and 25 ml of diisopropylaz... Starting materials: S(=O)(=O)(N)N (sulfamide), [K] (Potassium), C(C(=O)OCC)(=O)OCC (diethyl oxalate). Run in CO (methanol), C(C)(C)O (isopropanol). The product is OC1=NS(N=C1O)(=O)=O (3,4-dihydroxy-[1,2,5]thiadiazole-1,1-dioxide). Yield: 145.0%. As a reaction SMILES: [K].[S:2]([NH2:6])([NH2:5])(=[O:4])=[O:3].[C:7](OCC)(=[O:13])[C:8](OCC)=[O:9]>C(O)(C)C.CO>[OH:9][C:8]1[C:7]([OH:13])=[N:6][S:2](=[O:4])(=[O:3])[N:5]=1 |^1:0|. Procedure: The compound was prepared according to Carmack et al. (J. Org. Chem. 1975, 40, 2743) as follows. Potassium metal (10.0 g, 0.26 mol) was dissolved in cool isopropanol (50 mL) which was then diluted with methanol (50 mL). A methanolic solution (100 mL) of sulfamide (12.32 g, 0.13 mol) was added dropwise with vigorous stirring, followed by dropwise diethyl oxalate (17.4 mL, 0.13 mol). The resulting mixture was heated at reflux for 18 hours. The mixture was cooled, filtered, and the solid was washed... Reactants: C[C@@H]1CNC[C@@H](O1)C (cis-2,6-Dimethylmorpholine), C(C)(C)(C)C1=CC=C(O1)C1C(C1)C(=O)Cl (2-(5-t-butylfuran-2-yl)-cyclopropanecarbonyl chloride), O (water). The solvent is [Na] (sodium). Run at temperature 20 celsius, time 3 hour. The product is C(C)(C)(C)C1=CC=C(O1)C1C(C1)C(=O)N1C[C@H](O[C@H](C1)C)C (2-(5-t-butylfuran-2-yl)-cyclopropanecarbonyl-2,6-cis-dimethylmorpholine). RXN SMILES: [CH3:1][C@H:2]1[O:7][C@@H:6]([CH3:8])[CH2:5][NH:4][CH2:3]1.[C:9]([C:13]1[O:17][C:16]([CH:18]2[CH2:20][CH:19]2[C:21](Cl)=[O:22])=[CH:15][CH:14]=1)([CH3:12])([CH3:11])[CH3:10].O>[Na]>[C:9]([C:13]1[O:17][C:16]([CH:18]2[CH2:20][CH:19]2[C:21]([N:4]2[CH2:5][C@H:6]([CH3:8])[O:7][C@H:2]([CH3:1])[CH2:3]2)=[O:22])=[CH:15][CH:14]=1)([CH3:12])([CH3:10])[CH3:11] |^1:24|. Reported procedure: cis-2,6-Dimethylmorpholine (8.9 g, 0.077 mol) was added dropwise to a solution of 2-(5-t-butylfuran-2-yl)-cyclopropanecarbonyl chloride (3.5 g, 0.0154 mol) in sodium dried ether (40 ml) at 10° C. and after complete addition the solution was stirred at 20° C. for 3 hours. The reaction mixture was poured into water and extracted with diethyl ether (2×100 ml). The ethereal extracts were washed with water, dried over anhydrous sodium sulphate, and the solvent removed to give 2-(5-t-butylfuran-2-yl)-... Starting materials: CN(C)C=O, FC(F)(F)CCl, [Na+], [OH-], O=C(O)c1ccccc1S. Product: O=C(O)c1ccccc1SCC(F)(F)F. RXN SMILES: [CH3:19][N:20]([CH3:21])[CH:22]=[O:23].[Cl:13][CH2:14][C:15]([F:16])([F:17])[F:18].[Na+:2].[OH-:1].[SH:3][c:4]1[c:5]([C:6](=[O:7])[OH:8])[cH:9][cH:10][cH:11][cH:12]1>>[S:3]([c:4]1[c:5]([C:6](=[O:7])[OH:8])[cH:9][cH:10][cH:11][cH:12]1)[CH2:14][C:15]([F:16])([F:17])[F:18]. Starting materials: ClC1=CC=C2C(=N1)OC(=N2)C2=CC(=C(C(=C2)C)OC)C (5-chloro-2-(4-methoxy-3,5-dimethylphenyl)oxazolo[5,4-b]pyridine), product, FC1=C(C=CC=C1)O (2-fluorophenol), C([O-])([O-])=O.[Cs+].[Cs+] (cesium carbonate), C([O-])(O)=O.[Na+] (sodium bicarbonate). Run in CN(C=O)C (N,N-dimethylformamide). Reaction conditions: temperature 180 celsius. Yields the product FC1=C(OC2=CC=C3C(=N2)OC(=N3)C3=CC(=C(C(=C3)C)OC)C)C=CC=C1 (5-(2-Fluorophenoxy)-2-(4-methoxy-3,5-dimethylphenyl)oxazolo[5,4-b]pyridine). Reaction SMILES: [F:1][C:2]1[CH:7]=[CH:6][CH:5]=[CH:4][C:3]=1[OH:8].C(=O)([O-])[O-].[Cs+].[Cs+].C(=O)(O)[O-].[Na+].Cl[C:21]1[N:26]=[C:25]2[O:27][C:28]([C:30]3[CH:35]=[C:34]([CH3:36])[C:33]([O:37][CH3:38])=[C:32]([CH3:39])[CH:31]=3)=[N:29][C:24]2=[CH:23][CH:22]=1>CN(C)C=O>[F:1][C:2]1[CH:7]=[CH:6][CH:5]=[CH:4][C:3]=1[O:8][C:21]1[N:26]=[C:25]2[O:27][C:28]([C:30]3[CH:35]=[C:34]([CH3:36])[C:33]([O:37][CH3:38])=[C:32]([CH3:39])[CH:31]=3)=[N:29][C:24]2=[CH:23][CH:22]=1 |f:1.2.3,4.5|. Reported procedure: In a microwaveable vessel, 0.75 g of 5-chloro-2-(4-methoxy-3,5-dimethylphenyl)oxazolo[5,4-b]pyridine were dissolved in 12 ml of absolute N,N-dimethylformamide, and 0.30 g of 2-fluorophenol and 1.02 g of cesium carbonate were added. In a microwave reactor, the reaction was heated at 180° C. for 45 min. For work-up, the mixture was added to saturated aqueous sodium bicarbonate solution and extracted three times with ethyl acetate. The combined organic phases were washed with saturated aqueous sodi... The reactants are NCCC1=CNC2=CC=CC=C12 (tryptamine), CN[C@H]1[C@@H](CCCC1)NC (trans-N,N′-dimethyl-1,2-cyclohexanediamine), IC1=CC=CC=C1 (iodobenzene), [O-]P(=O)([O-])[O-].[K+].[K+].[K+] (K3PO4). Reagents/catalysts: [Cu]I (CuI). The solvent is C1(=CC=CC=C1)C (toluene), CO (methanol), C(Cl)Cl (methylene chloride). The product is C1(=CC=CC=C1)N1C=C(CCN)C2=CC=CC=C12 (1-Phenyltryptamine). The yield is 87.2%. Reaction SMILES: [NH2:1][CH2:2][CH2:3][C:4]1[C:12]2[C:7](=[CH:8][CH:9]=[CH:10][CH:11]=2)[NH:6][CH:5]=1.I[C:14]1[CH:19]=[CH:18][CH:17]=[CH:16][CH:15]=1.[O-]P([O-])([O-])=O.[K+].[K+].[K+].CN[C@@H]1CCCC[C@H]1NC>[Cu]I.CO.C(Cl)Cl.C1(C)C=CC=CC=1>[C:14]1([N:6]2[C:7]3[C:12](=[CH:11][CH:10]=[CH:9][CH:8]=3)[C:4]([CH2:3][CH2:2][NH2:1])=[CH:5]2)[CH:19]=[CH:18][CH:17]=[CH:16][CH:15]=1 |f:2.3.4.5|. Procedure details: Using the general procedure, tryptamine (0.160 g, 1.00 mmol) was coupled with iodobenzene (134 μL, 1.20 mmol) using CuI (9.5 mg, 0.050 mmol, 5.0 mol %), K3PO4 (2.1 mmol), trans-N,N′-dimethyl-1,2-cyclohexanediamine (32 μL, 0.20 mmol, 20 mol %) and toluene (1.0 mL) to give the crude product. Column chromatography (2×15 cm, methylene chloride (saturated with ammonia):methanol 50:1) provided 0.206 g (87% yield) of the product as a yellow oil. 1H NMR (400 MHz, CDCl3): δ 7.65 (m, 1H), 7.55 (m, 1H), 7.... Reactants: C([O-])([O-])=O.[K+].[K+] (potassium carbonate), OC1=CC=2N(C=C1)C(=CN2)C(=O)OCC (Ethyl 7-hydroxyimidazo[1,2-a]pyridine-3-carboxylate), ClCOCC (chloromethylethyl ether). The solvent is CN(C)C=O (DMF). Run at time 30 minute. Yields the product C(C)OCOC1=CC=2N(C=C1)C(=CN2)C(=O)OCC (ethyl 7-(ethoxymethoxy)imidazo[1,2-a]pyridine-3-carboxylate). Isolated yield 11.0%. Reaction SMILES: [OH:1][C:2]1[CH:7]=[CH:6][N:5]2[C:8]([C:11]([O:13][CH2:14][CH3:15])=[O:12])=[CH:9][N:10]=[C:4]2[CH:3]=1.C(=O)([O-])[O-].[K+].[K+].Cl[CH2:23][O:24][CH2:25][CH3:26]>CN(C=O)C>[CH2:25]([O:24][CH2:23][O:1][C:2]1[CH:7]=[CH:6][N:5]2[C:8]([C:11]([O:13][CH2:14][CH3:15])=[O:12])=[CH:9][N:10]=[C:4]2[CH:3]=1)[CH3:26] |f:1.2.3|. Procedure details: Ethyl 7-hydroxyimidazo[1,2-a]pyridine-3-carboxylate (100 mg, 0.38 mmol) was dissolved in DMF (3 mL) and treated with potassium carbonate (79 mg, 0.57 mmol). The mixture was stirred at ambient temperature for 30 minutes before adding chloromethylethyl ether (40 mg, 0.42 mmol) and heating mixture to 60° C. for 1 hour. The crude mixture was purified by reverse phase chromatography to give ethyl 7-(ethoxymethoxy)imidazo[1,2-a]pyridine-3-carboxylate (11 mg).